Task: describe an organic reaction: reactants, conditions, products, and yield. Dataset: the Open Reaction Database (ORD), a public repository of structured organic reaction records The product is NCC=1C=C(C(=O)N[C@@H]2B(OC3=C(C2)C=CC=C3C(=O)O)O)C=C(C1)CN ((R)-3-(3,5-bis(aminomethyl)benzamido)-2-hydroxy-3,4-dihydro-2H-benzo[e][1,2]oxaborinine-8-carboxylic acid). Starting materials: C(C)(C)(C)OC(=O)NCC=1C=C(C(=O)N[C@@H](CC=2C(=C(C(=O)OC(C)(C)C)C=CC2)OC)B2OC3(C4C(C(CC3O2)C4)(C)C)C)C=C(C1)CNC(=O)OC(C)(C)C (tert-butyl 3-((2R)-2-(3,5-bis((tert-butoxycarbonylamino)methyl)benzamido)-2-(2,9,9-trimethyl-3,5-dioxa-4-bora-tricyclo[6.1.1.02,6]dec-4-yl)ethyl)-2-methoxybenzoate), B(Cl)(Cl)Cl (BCl3). As a reaction SMILES: C(OC([NH:8][CH2:9][C:10]1[CH:11]=[C:12]([CH:46]=[C:47]([CH2:49][NH:50]C(OC(C)(C)C)=O)[CH:48]=1)[C:13]([NH:15][C@H:16]([B:33]1[O:41]C2C(C)(C3CC(C2)C3(C)C)[O:34]1)[CH2:17][C:18]1[C:19](OC)=[C:20]([CH:28]=[CH:29][CH:30]=1)[C:21]([O:23]C(C)(C)C)=[O:22])=[O:14])=O)(C)(C)C.B(Cl)(Cl)Cl>>[NH2:50][CH2:49][C:47]1[CH:46]=[C:12]([CH:11]=[C:10]([CH2:9][NH2:8])[CH:48]=1)[C:13]([NH:15][C@H:16]1[CH2:17][C:18]2[CH:30]=[CH:29][CH:28]=[C:20]([C:21]([OH:23])=[O:22])[C:19]=2[O:34][B:33]1[OH:41])=[O:14]. Procedure details: Prepared from tert-butyl 3-((2R)-2-(3,5-bis((tert-butoxycarbonylamino)methyl)benzamido)-2-(2,9,9-trimethyl-3,5-dioxa-4-bora-tricyclo[6.1.1.02,6]dec-4-yl)ethyl)-2-methoxybenzoate and BCl3 following the procedure described in Step 2 of Example 3. The crude product was purified by reverse phase preparative HPLC and dried using lyophilization. ESI-MS m/z 370 (MH)+.